Dataset: the Open Reaction Database (ORD), a public repository of structured organic reaction records. Task: describe an organic reaction: reactants, conditions, products, and yield Starting materials: C1(CCC1)OC1=C2CC[C@@H](N(C2=CC=C1B1OC(C(O1)(C)C)(C)C)C(=O)OC)C ((S)-methyl 5-cyclobutoxy-2-methyl-6-(4,4,5,5-tetramethyl-1,3,2-dioxaborolan-2-yl)-3,4-dihydroquinoline-1(2H)-carboxylate), BrC=1N=C(SC1)C1(CN(C1)C(=O)OC(C)(C)C)O (tert-butyl 3-(4-bromothiazol-2-yl)-3-hydroxyazetidine-1-carboxylate), C([O-])([O-])=O.[Na+].[Na+] (sodium carbonate). The reagents and catalysts are C1=CC=C(C=C1)P([C-]2C=CC=C2)C3=CC=CC=C3.C1=CC=C(C=C1)P([C-]2C=CC=C2)C3=CC=CC=C3.Cl[Pd]Cl.[Fe+2].ClCCl ([1,1′-bis(diphenylphosphino)ferrocene]dichloropalladium(II) dichloromethane). Solvent: O1CCOCC1 (1,4-dioxane), O (water). Product: C(C)(C)(C)OC(=O)N1CC(C1)(O)C=1SC=C(N1)C=1C(=C2CC[C@@H](N(C2=CC1)C(=O)OC)C)OC1CCC1 ((S)-methyl 6-(2-(1-(tert-butoxycarbonyl)-3-hydroxyazetidin-3-yl)thiazol-4-yl)-5-cyclobutoxy-2-methyl-3,4-dihydroquinoline-1(2H)-carboxylate). Yield: 69.1%. RXN SMILES: [CH:1]1([O:5][C:6]2[C:15](B3OC(C)(C)C(C)(C)O3)=[CH:14][CH:13]=[C:12]3[C:7]=2[CH2:8][CH2:9][C@H:10]([CH3:29])[N:11]3[C:25]([O:27][CH3:28])=[O:26])[CH2:4][CH2:3][CH2:2]1.Br[C:31]1[N:32]=[C:33]([C:36]2([OH:47])[CH2:39][N:38]([C:40]([O:42][C:43]([CH3:46])([CH3:45])[CH3:44])=[O:41])[CH2:37]2)[S:34][CH:35]=1.C(=O)([O-])[O-].[Na+].[Na+]>O1CCOCC1.O.C1C=CC(P(C2C=CC=CC=2)[C-]2C=CC=C2)=CC=1.C1C=CC(P(C2C=CC=CC=2)[C-]2C=CC=C2)=CC=1.Cl[Pd]Cl.[Fe+2].ClCCl>[C:43]([O:42][C:40]([N:38]1[CH2:37][C:36]([C:33]2[S:34][CH:35]=[C:31]([C:15]3[C:6]([O:5][CH:1]4[CH2:4][CH2:3][CH2:2]4)=[C:7]4[C:12](=[CH:13][CH:14]=3)[N:11]([C:25]([O:27][CH3:28])=[O:26])[C@@H:10]([CH3:29])[CH2:9][CH2:8]4)[N:32]=2)([OH:47])[CH2:39]1)=[O:41])([CH3:46])([CH3:44])[CH3:45] |f:2.3.4,7.8.9.10.11|. Procedure details: A solution of (S)-methyl 5-cyclobutoxy-2-methyl-6-(4,4,5,5-tetramethyl-1,3,2-dioxaborolan-2-yl)-3,4-dihydroquinoline-1(2H)-carboxylate (0.400 g, 1.00 mmol), tert-butyl 3-(4-bromothiazol-2-yl)-3-hydroxyazetidine-1-carboxylate (0.367 g, 1.10 mmol), sodium carbonate (0.212 g, 2.00 mmol), and [1,1′-bis(diphenylphosphino)ferrocene]dichloropalladium(II) dichloromethane adduct (0.082 g, 0.10 mmol) in 1,4-dioxane (10 mL) and water (3 mL) stirred overnight at 80° C. The reaction mixture was cooled to roo... Reactants: [Cl-].O[NH3+] (hydroxylammonium chloride), C(O)([O-])=O.[Na+] (sodium hydrogencarbonate), CS(=O)C (dimethyl sulfoxide), C(C)C1=CC2=C(N(C(N(C2=O)CC(=O)C2=CC=C(C=C2)OC)=O)CC2=CC=C(C=C2)C=2C(=CC=CC2)C#N)S1 (4′-{[6-ethyl-3-[2-(4-methoxyphenyl)-2-oxoethyl]-2,4-dioxo-3,4-dihydrothieno[2,3-d]pyrimidin-1(2H)-yl]methyl}biphenyl-2-carbonitrile). The solvent is C(Cl)(Cl)Cl (chloroform). Conditions: temperature 40 celsius, time 30 minute. Product: C(C)C1=CC2=C(N(C(N(C2=O)CC(=O)C2=CC=C(C=C2)OC)=O)CC2=CC=C(C=C2)C2=C(C=CC=C2)C2=NOC(N2)=O)S1 (6-ethyl-3-[2-(4-methoxyphenyl)-2-oxoethyl]-1-{[2′-(5-oxo-4,5-dihydro-1,2,4-oxadiazol-3-yl)biphenyl-4-yl]methyl}thieno[2,3-d]pyrimidine-2,4(1H,3H)-dione). The yield is 17.6%. As a reaction SMILES: [Cl-].O[NH3+:3].[C:4](=[O:7])([O-])[OH:5].[Na+].CS(C)=O.[CH2:13]([C:15]1[S:51][C:18]2[N:19]([CH2:36][C:37]3[CH:42]=[CH:41][C:40]([C:43]4[C:44]([C:49]#[N:50])=[CH:45][CH:46]=[CH:47][CH:48]=4)=[CH:39][CH:38]=3)[C:20](=[O:35])[N:21]([CH2:24][C:25]([C:27]3[CH:32]=[CH:31][C:30]([O:33][CH3:34])=[CH:29][CH:28]=3)=[O:26])[C:22](=[O:23])[C:17]=2[CH:16]=1)[CH3:14]>C(Cl)(Cl)Cl>[CH2:13]([C:15]1[S:51][C:18]2[N:19]([CH2:36][C:37]3[CH:42]=[CH:41][C:40]([C:43]4[CH:48]=[CH:47][CH:46]=[CH:45][C:44]=4[C:49]4[NH:3][C:4](=[O:7])[O:5][N:50]=4)=[CH:39][CH:38]=3)[C:20](=[O:35])[N:21]([CH2:24][C:25]([C:27]3[CH:28]=[CH:29][C:30]([O:33][CH3:34])=[CH:31][CH:32]=3)=[O:26])[C:22](=[O:23])[C:17]=2[CH:16]=1)[CH3:14] |f:0.1,2.3|. Procedure details: A mixture of hydroxylammonium chloride (1.8 g), sodium hydrogencarbonate (2.8 g) and dimethyl sulfoxide (15 mL) was stirred at 40° C. for 30 min, 4′-{[6-ethyl-3-[2-(4-methoxyphenyl)-2-oxoethyl]-2,4-dioxo-3,4-dihydrothieno[2,3-d]pyrimidin-1(2H)-yl]methyl}biphenyl-2-carbonitrile (1.38 g) was added, and the mixture was stirred at 90° C. for 16 hr. The reaction mixture was diluted with chloroform, washed successively with water and saturated brine, and dried over anhydrous magnesium sulfate. The sol...